This data is from the Open Reaction Database (ORD), a public repository of structured organic reaction records. The task is: describe an organic reaction: reactants, conditions, products, and yield The reactants are BrC=1C=C(SC1)CN(S(=O)(=O)C1=C(C=CC=C1)Cl)CC(C)C (N-(4-bromo-thiophen-2-ylmethyl)-2-chloro-N-isobutyl-benzenesulfonamide), (3-aminosulfonyl)-benzeneboronic acid, C(=O)([O-])[O-].[Na+].[Na+] (Na2CO3). Run in O1CCOCC1.O (dioxane water). Procedure details: In analogy to example 1, step 3, N-(4-bromo-thiophen-2-ylmethyl)-2-chloro-N-isobutyl-benzenesulfonamide (example 14, step 2) was reacted with (3-aminosulfonyl)-benzeneboronic acid, Na2CO3 and dichloro[1,1′-bis(diphenylphosphino)ferrocene]palladium dichloromethane adduct in dioxane/water to give 2-chloro-N-isobutyl-N-[4-(3-aminosulfonyl-phenyl)-thiophen-2-ylmethyl]-benzenesulfonamide as an off-white solid. MS: 497.1 ([M−H]−) The product is ClC1=C(C=CC=C1)S(=O)(=O)N(CC=1SC=C(C1)C1=CC(=CC=C1)S(=O)(=O)N)CC(C)C (2-chloro-N-isobutyl-N-[4-(3-aminosulfonyl-phenyl)-thiophen-2-ylmethyl]-benzenesulfonamide). Reagents/catalysts: C1=CC=C(C=C1)P([C-]2C=CC=C2)C3=CC=CC=C3.C1=CC=C(C=C1)P([C-]2C=CC=C2)C3=CC=CC=C3.Cl[Pd]Cl.[Fe+2].ClCCl (dichloro[1,1′-bis(diphenylphosphino)ferrocene]palladium dichloromethane). Reaction SMILES: Br[C:2]1[CH:3]=[C:4]([CH2:7][N:8]([CH2:19][CH:20]([CH3:22])[CH3:21])[S:9]([C:12]2[CH:17]=[CH:16][CH:15]=[CH:14][C:13]=2[Cl:18])(=[O:11])=[O:10])[S:5][CH:6]=1.C([O-])([O-])=O.[Na+].[Na+]>O1CCOCC1.O.C1C=CC(P(C2C=CC=CC=2)[C-]2C=CC=C2)=CC=1.C1C=CC(P(C2C=CC=CC=2)[C-]2C=CC=C2)=CC=1.Cl[Pd]Cl.[Fe+2].ClCCl>[Cl:18][C:13]1[CH:14]=[CH:15][CH:16]=[CH:17][C:12]=1[S:9]([N:8]([CH2:19][CH:20]([CH3:22])[CH3:21])[CH2:7][C:4]1[S:5][CH:6]=[C:2]([C:14]2[CH:15]=[CH:16][CH:17]=[C:12]([S:9]([NH2:8])(=[O:11])=[O:10])[CH:13]=2)[CH:3]=1)(=[O:11])=[O:10] |f:1.2.3,4.5,6.7.8.9.10|. Reactants: O=C([O-])[O-], CCO, CNC(=O)c1ccc(B(O)O)cc1, Cc1ccccc1, Clc1ccc(Oc2ccnc3cc(I)sc23)cn1, ClCCl, [Cs+], [Cs+], O, c1ccc(P(c2ccccc2)(c2ccccc2)[Pd](P(c2ccccc2)(c2ccccc2)c2ccccc2)(P(c2ccccc2)(c2ccccc2)c2ccccc2)P(c2ccccc2)(c2ccccc2)c2ccccc2)cc1. As a reaction SMILES: [C:32](=[O:33])([O-:34])[O-:35].[CH3:126][CH2:127][OH:128].[CH3:1][NH:2][C:3](=[O:4])[c:5]1[cH:6][cH:7][c:8]([B:11]([OH:12])[OH:13])[cH:9][cH:10]1.[CH3:38][c:39]1[cH:40][cH:41][cH:42][cH:43][cH:44]1.[Cl:14][c:15]1[cH:16][cH:17][c:18]([O:21][c:22]2[c:23]3[c:24]([n:25][cH:26][cH:27]2)[cH:28][c:29]([I:31])[s:30]3)[cH:19][n:20]1.[Cl:45][CH2:46][Cl:47].[Cs+:36].[Cs+:37].[OH2:48].[cH:49]1[cH:50][cH:51][c:52]([P:53]([Pd:54]([P:55]([c:56]2[cH:57][cH:58][cH:59][cH:60][cH:61]2)([c:62]2[cH:63][cH:64][cH:65][cH:66][cH:67]2)[c:68]2[cH:69][cH:70][cH:71][cH:72][cH:73]2)([P:74]([c:75]2[cH:76][cH:77][cH:78][cH:79][cH:80]2)([c:81]2[cH:82][cH:83][cH:84][cH:85][cH:86]2)[c:87]2[cH:88][cH:89][cH:90][cH:91][cH:92]2)[P:93]([c:94]2[cH:95][cH:96][cH:97][cH:98][cH:99]2)([c:100]2[cH:101][cH:102][cH:103][cH:104][cH:105]2)[c:106]2[cH:107][cH:108][cH:109][cH:110][cH:111]2)([c:112]2[cH:113][cH:114][cH:115][cH:116][cH:117]2)[c:118]2[cH:119][cH:120][cH:121][cH:122][cH:123]2)[cH:124][cH:125]1>>[CH3:1][NH:2][C:3](=[O:4])[c:5]1[cH:6][cH:7][c:8](-[c:29]2[cH:28][c:24]3[c:23]([c:22]([O:21][c:18]4[cH:17][cH:16][c:15]([Cl:14])[n:20][cH:19]4)[cH:27][cH:26][n:25]3)[s:30]2)[cH:9][cH:10]1. Yields the product CNC(=O)c1ccc(-c2cc3nccc(Oc4ccc(Cl)nc4)c3s2)cc1. The reactants are FC(C(=O)O)(F)F (trifluoroacetic acid), C(C)(C)(C)OC(N[C@@H](CC(C)C)C(=O)N1CCN(CC1)C(C1=CC=C(C=C1)F)C1=CC=C(C=C1)F)=O ((S)-(1-{4-[Bis-(4-fluoro-phenyl)-methyl]-piperazine-1-carbonyl}-3-methyl-butyl)-carbamic acid tert-butyl ester), C(=O)(O)[O-].[Na+] (NaHCO3). Solvent: C(Cl)Cl (CH2Cl2), C(Cl)Cl (CH2Cl2). Reaction conditions: time 50 minute. Yields the product N[C@H](C(=O)N1CCN(CC1)C(C1=CC=C(C=C1)F)C1=CC=C(C=C1)F)CC(C)C ((S)-2-Amino-1-{4-[bis-(4-fluoro-phenyl)-methyl]-piperazin-1-yl}-4-methyl-pentan-1-one). The yield is 101.0%. As a reaction SMILES: C(OC(=O)[NH:7][C@H:8]([C:13]([N:15]1[CH2:20][CH2:19][N:18]([CH:21]([C:29]2[CH:34]=[CH:33][C:32]([F:35])=[CH:31][CH:30]=2)[C:22]2[CH:27]=[CH:26][C:25]([F:28])=[CH:24][CH:23]=2)[CH2:17][CH2:16]1)=[O:14])[CH2:9][CH:10]([CH3:12])[CH3:11])(C)(C)C.FC(F)(F)C(O)=O.C([O-])(O)=O.[Na+]>C(Cl)Cl>[NH2:7][C@@H:8]([CH2:9][CH:10]([CH3:12])[CH3:11])[C:13]([N:15]1[CH2:16][CH2:17][N:18]([CH:21]([C:29]2[CH:30]=[CH:31][C:32]([F:35])=[CH:33][CH:34]=2)[C:22]2[CH:23]=[CH:24][C:25]([F:28])=[CH:26][CH:27]=2)[CH2:19][CH2:20]1)=[O:14] |f:2.3|. Reported procedure: (S)-(1-{4-[Bis-(4-fluoro-phenyl)-methyl]-piperazine-1-carbonyl}-3-methyl-butyl)-carbamic acid tert-butyl ester (7.30 g, 14.6 mmol, Example 50) was dissolved in CH2Cl2 (50 mL) under nitrogen at ambient temperature. To this solution was added trifluoroacetic acid (12 mL). The resulting reaction mixture was stirred for 50 minutes, then concentrated in vacuo. The viscous pale-amber oil obtained was mixed with 50 mL of saturated aqueous NaHCO3 solution and stirred for 10 minutes, 50 mL of CH2Cl2 was ... Starting materials: C(C)OC(=O)C1=CC=C(C=C1)N(N)C(=O)OC(C)(C)C (tert-Butyl 1-[4-(ethoxycarbonyl)phenyl]hydrazinecarboxylate), C(C)(=O)OC(C)=O (acetic anhydride), [OH-].[Na+] (sodium hydroxide). Conditions: temperature 90 celsius, time 1 hour. The product is C(C)(=O)NN(C(=O)OC(C)(C)C)C1=CC=C(C=C1)C(=O)OCC (tert-butyl 2-acetyl-1-[4-(ethoxycarbonyl)phenyl]hydrazinecarboxylate). Reaction SMILES: [CH2:1]([O:3][C:4]([C:6]1[CH:11]=[CH:10][C:9]([N:12]([C:14]([O:16][C:17]([CH3:20])([CH3:19])[CH3:18])=[O:15])[NH2:13])=[CH:8][CH:7]=1)=[O:5])[CH3:2].[OH-].[Na+].[C:23](OC(=O)C)(=[O:25])[CH3:24]>>[C:23]([NH:13][N:12]([C:9]1[CH:8]=[CH:7][C:6]([C:4]([O:3][CH2:1][CH3:2])=[O:5])=[CH:11][CH:10]=1)[C:14]([O:16][C:17]([CH3:19])([CH3:18])[CH3:20])=[O:15])(=[O:25])[CH3:24] |f:1.2|. Reported procedure: tert-Butyl 1-[4-(ethoxycarbonyl)phenyl]hydrazinecarboxylate (5.60 g) and acetic anhydride (10 ml) were mixed, and the mixture was stirred at 90° C. for 1 hr. The reaction mixture was neutralized with 1N aqueous sodium hydroxide solution, and washed with water and saturated brine. The organic layer was dried over sodium sulfate, and the solvent was evaporated under reduced pressure. The residue was purified by silica gel column chromatography (hexane:ethyl acetate=19:1 (volume ratio)→1:1 (volume ... Reactants: NC1=NC(N(C=C1)C)=O (4-amino-1-methyl-1H-pyrimidin-2-one), ClCC(=O)CCl (1,3-dichloroacetone), ClCC=1N=C2N(C(N(C=C2)C2=CC=C(C=C2)F)=O)C1 (2-chloromethyl-6-(4-fluoro-phenyl)-6H-imidazo[1,2-c]pyrimidin-5-one). As a reaction SMILES: NC1C=CN(C)C(=O)N=1.ClCC(CCl)=O.[Cl:16][CH2:17][C:18]1[N:19]=[C:20]2[CH:25]=[CH:24][N:23]([C:26]3C=CC(F)=CC=3)[C:22](=[O:33])[N:21]2[CH:34]=1>>[Cl:16][CH2:17][C:18]1[N:19]=[C:20]2[CH:25]=[CH:24][N:23]([CH3:26])[C:22](=[O:33])[N:21]2[CH:34]=1. Procedure details: 2-Chloromethyl-6-methyl-6H-imidazo[1,2-c]pyrimidin-5-one was prepared from 4-amino-1-methyl-1H-pyrimidin-2-one and 1,3-dichloroacetone using the methods described above for the preparation of 2-chloromethyl-6-(4-fluoro-phenyl)-6H-imidazo[1,2-c]pyrimidin-5-one. Yields the product ClCC=1N=C2N(C(N(C=C2)C)=O)C1 (2-Chloromethyl-6-methyl-6H-imidazo[1,2-c]pyrimidin-5-one). The reactants are CC1OC2=C(NC1=O)C=C(C=C2)CCN(C(=O)OC(C)(C)C)CC2=CC(=CC=C2)Cl (2-methyl-3-oxo-6-[2-(3-chlorobenzyl-tert-butyloxycarbonylamino)-ethyl]-3,4-dihydro-2H-1,4-benzoxazine), P12(=S)SP3(=S)SP(=S)(S1)SP(=S)(S2)S3 (phosphorus pentasulfide). Run in N1=CC=CC=C1 (pyridine). Yields the product CC1OC2=C(NC1=S)C=C(C=C2)CCN(C(=O)OC(C)(C)C)CC2=CC(=CC=C2)Cl (2-Methyl-6-[2-(3-chlorobenzyl-tert-butyloxycarbonylamino)-ethyl]-3,4-dihydro-2H-1,4-benzoxazine-3-thione). Reaction SMILES: [CH3:1][CH:2]1[C:7](=O)[NH:6][C:5]2[CH:9]=[C:10]([CH2:13][CH2:14][N:15]([CH2:23][C:24]3[CH:29]=[CH:28][CH:27]=[C:26]([Cl:30])[CH:25]=3)[C:16]([O:18][C:19]([CH3:22])([CH3:21])[CH3:20])=[O:17])[CH:11]=[CH:12][C:4]=2[O:3]1.P12(SP3(SP(SP(S3)(S1)=S)(=S)S2)=S)=[S:32]>N1C=CC=CC=1>[CH3:1][CH:2]1[C:7](=[S:32])[NH:6][C:5]2[CH:9]=[C:10]([CH2:13][CH2:14][N:15]([CH2:23][C:24]3[CH:29]=[CH:28][CH:27]=[C:26]([Cl:30])[CH:25]=3)[C:16]([O:18][C:19]([CH3:22])([CH3:21])[CH3:20])=[O:17])[CH:11]=[CH:12][C:4]=2[O:3]1. Procedure details: 730.6 mg (1.696 mmol) of 2-methyl-3-oxo-6-[2-(3-chlorobenzyl-tert-butyloxycarbonylamino)-ethyl]-3,4-dihydro-2H-1,4-benzoxazine is mixed in 8 ml of pyridine with 201.1 mg (0.607 mmol) of phosphorus pentasulfide, and then it is refluxed for four hours. The solvent is spun off, and the remaining residue is chromatographed on silica gel (mobile solvent: ethyl acetate/hexane). The yield is 439.3 mg (58%). The reactants are Cc1cc(C)c(C#N)c(Cl)n1, Cl, O, [Sn]. The product is Cc1cc(C)c(C#N)cn1. Reaction SMILES: [Cl:1][c:2]1[n:3][c:4]([CH3:11])[cH:5][c:6]([CH3:10])[c:7]1[C:8]#[N:9].[ClH:13].[OH2:14].[Sn:12]>>[cH:2]1[n:3][c:4]([CH3:11])[cH:5][c:6]([CH3:10])[c:7]1[C:8]#[N:9].